From a dataset of the Open Reaction Database (ORD), a public repository of structured organic reaction records. describe an organic reaction: reactants, conditions, products, and yield Reactants: C(CCC)C1=NOC(=C1/C=C/C=1SC(=C(N1)C)C(=O)O)C (2-[(E)-2-(3-butyl-5-methyl-isoxazol-4-yl)-vinyl]-4-methyl-thiazole-5-carboxylic acid), CN (methylamine). Product: CNC(=O)C1=C(N=C(S1)\C=C\C=1C(=NOC1C)CCCC)C (2-[(E)-2-(3-Butyl-5-methyl-isoxazol-4-yl)-vinyl]-4-methyl-thiazole-5-carboxylic acid methylamide). Isolated yield 56.0%. Reaction SMILES: [CH2:1]([C:5]1[C:9](/[CH:10]=[CH:11]/[C:12]2[S:13][C:14]([C:18]([OH:20])=O)=[C:15]([CH3:17])[N:16]=2)=[C:8]([CH3:21])[O:7][N:6]=1)[CH2:2][CH2:3][CH3:4].[CH3:22][NH2:23]>>[CH3:22][NH:23][C:18]([C:14]1[S:13][C:12](/[CH:11]=[CH:10]/[C:9]2[C:5]([CH2:1][CH2:2][CH2:3][CH3:4])=[N:6][O:7][C:8]=2[CH3:21])=[N:16][C:15]=1[CH3:17])=[O:20]. Procedure details: As described for example 104, 2-[(E)-2-(3-butyl-5-methyl-isoxazol-4-yl)-vinyl]-4-methyl-thiazole-5-carboxylic acid (153 mg, 0.5 mmol) was converted, using methylamine (2M solution in THF) instead of rac-2-amino-1-butanol, to the title compound (89 mg, 56%) which was obtained as a white solid after purification by chromatography (silica, 0 to 100% ethyl acetate in heptane) and recrystallization from ethyl acetate/heptane. MS: m/e=320.1 [M+H]+.